The task is: describe an organic reaction: reactants, conditions, products, and yield. This data is from the Open Reaction Database (ORD), a public repository of structured organic reaction records. Starting materials: FC(C(=O)O)(F)F.C(C1=CC=CC=C1)(=O)N (benzamide trifluoroacetate), C(C)(C)(C)OC(=O)N1CCC(CC1)C(=O)NC1=C(C(=O)NC2=NC=C(C=C2)Cl)C=CC(=C1)Cl (2-[(1-tert-butoxycarbonylpiperidin-4-ylcarbonyl)amino]-4-chloro-N-(5-chloropyridin-2-yl)benzamide). The product is FC(C(=O)O)(F)F.ClC1=CC(=C(C(=O)NC2=NC=C(C=C2)Cl)C=C1)NC(=O)C1CCNCC1 (4-Chloro-N-(5-chloropyridin-2-yl)-2-[(4-piperidinylcarbonyl)amino]benzamide Trifluoroacetate). RXN SMILES: [F:1][C:2]([F:7])([F:6])[C:3]([OH:5])=[O:4].C(N)(=O)C1C=CC=CC=1.C(OC([N:24]1[CH2:29][CH2:28][CH:27]([C:30]([NH:32][C:33]2[CH:48]=[C:47]([Cl:49])[CH:46]=[CH:45][C:34]=2[C:35]([NH:37][C:38]2[CH:43]=[CH:42][C:41]([Cl:44])=[CH:40][N:39]=2)=[O:36])=[O:31])[CH2:26][CH2:25]1)=O)(C)(C)C>>[F:1][C:2]([F:7])([F:6])[C:3]([OH:5])=[O:4].[Cl:49][C:47]1[CH:46]=[CH:45][C:34]([C:35]([NH:37][C:38]2[CH:43]=[CH:42][C:41]([Cl:44])=[CH:40][N:39]=2)=[O:36])=[C:33]([NH:32][C:30]([CH:27]2[CH2:28][CH2:29][NH:24][CH2:25][CH2:26]2)=[O:31])[CH:48]=1 |f:0.1,3.4|. Procedure details: Using methods substantially equivalent to those described in Example 9-B, 4-chloro-N-(5-chloropyridin-2-yl)-2-1(4-piperidinylcarbonyl)amino]benzamide trifluoroacetate (3.66 g, 93%) was prepared from 2-[(1-tert-butoxycarbonylpiperidin-4-ylcarbonyl)amino]-4-chloro-N-(5-chloropyridin-2-yl)benzamide.